From a dataset of the Open Reaction Database (ORD), a public repository of structured organic reaction records. describe an organic reaction: reactants, conditions, products, and yield Reactants: ClC1=CC=C(C(=N1)C)C(=O)N1[C@H](CN(CC1)S(=O)(=O)C1=C(C=C(C#N)C=C1)C)C (4-({(3S)-4-[(6-Chloro-2-methyl-3-pyridinyl)carbonyl]-3-methyl-1-piperazinyl}sulfonyl)-3-methylbenzonitrile), N1CCOCC1 (Morpholine). Solvent: C(C)(C)O (isopropanol). Reaction conditions: temperature 120 celsius. Product: Cl.CC=1C=C(C#N)C=CC1S(=O)(=O)N1C[C@@H](N(CC1)C(=O)C=1C(=NC(=CC1)N1CCOCC1)C)C (3-Methyl-4-[((3S)-3-methyl-4-{[2-methyl-6-(4-morpholinyl)-3-pyridinyl]carbonyl}-1-piperazinyl)sulfonyl]benzonitrile hydrochloride). The yield is 45.9%. Reaction SMILES: [Cl:1][C:2]1[N:7]=[C:6]([CH3:8])[C:5]([C:9]([N:11]2[CH2:16][CH2:15][N:14]([S:17]([C:20]3[CH:27]=[CH:26][C:23]([C:24]#[N:25])=[CH:22][C:21]=3[CH3:28])(=[O:19])=[O:18])[CH2:13][C@@H:12]2[CH3:29])=[O:10])=[CH:4][CH:3]=1.[NH:30]1[CH2:35][CH2:34][O:33][CH2:32][CH2:31]1>C(O)(C)C>[ClH:1].[CH3:28][C:21]1[CH:22]=[C:23]([CH:26]=[CH:27][C:20]=1[S:17]([N:14]1[CH2:15][CH2:16][N:11]([C:9]([C:5]2[C:6]([CH3:8])=[N:7][C:2]([N:30]3[CH2:35][CH2:34][O:33][CH2:32][CH2:31]3)=[CH:3][CH:4]=2)=[O:10])[C@@H:12]([CH3:29])[CH2:13]1)(=[O:19])=[O:18])[C:24]#[N:25] |f:3.4|. Reported procedure: 4-({(3S)-4-[(6-Chloro-2-methyl-3-pyridinyl)carbonyl]-3-methyl-1-piperazinyl}sulfonyl)-3-methylbenzonitrile (may be prepared as described in Example 25) (55 mg, 0.13 mmol) was weighed into a microwave vial, and suspended in isopropanol (1.3 ml). Morpholine (0.221 ml, 2.54 mmol) was added and the mixture was heated in the microwave to 120° C. for 12 h with stirring. LCMS analysis indicated >65% conversion. The reaction mixture was concentrated to give the crude material as a pale yellow gum (78 mg... Reactants: COC(OC)OC, COC(=O)CCC(=O)c1cccc(C(F)(F)F)c1, C[O-], CCOC(C)=O, CO, [Na+], OCCO. Product: COC(=O)CCC1(c2cccc(C(F)(F)F)c2)OCCO1. As a reaction SMILES: [CH3:19][O:20][CH:21]([O:22][CH3:23])[O:24][CH3:25].[CH3:1][O:2][C:3]([CH2:4][CH2:5][C:6]([c:7]1[cH:8][c:9]([C:13]([F:14])([F:15])[F:16])[cH:10][cH:11][cH:12]1)=[O:17])=[O:18].[CH3:30][O-:31].[CH3:33][CH2:34][O:35][C:36]([CH3:37])=[O:38].[CH3:39][OH:40].[Na+:32].[OH:26][CH2:27][CH2:28][OH:29]>>[CH3:1][O:2][C:3]([CH2:4][CH2:5][C:6]1([c:7]2[cH:8][c:9]([C:13]([F:14])([F:15])[F:16])[cH:10][cH:11][cH:12]2)[O:17][CH2:28][CH2:27][O:26]1)=[O:18]. Starting materials: C1CCOC1, COC(=O)CC1(Cn2c(C(=O)c3cc(C)cc(C#N)c3)c(C(C)C)c(=O)[nH]c2=O)CC1, [Li+], [OH-], O. Yields the product Cc1cc(C#N)cc(C(=O)c2c(C(C)C)c(=O)[nH]c(=O)n2CC2(CC(=O)O)CC2)c1. RXN SMILES: [CH2:35]1[O:36][CH2:37][CH2:38][CH2:39]1.[CH3:1][O:2][C:3]([CH2:4][C:5]1([CH2:8][n:9]2[c:10](=[O:30])[nH:11][c:12](=[O:29])[c:13]([CH:26]([CH3:27])[CH3:28])[c:14]2[C:15]([c:16]2[cH:17][c:18]([C:23]#[N:24])[cH:19][c:20]([CH3:22])[cH:21]2)=[O:25])[CH2:6][CH2:7]1)=[O:31].[Li+:32].[OH-:33].[OH2:34]>>[O:2]=[C:3]([CH2:4][C:5]1([CH2:8][n:9]2[c:10](=[O:30])[nH:11][c:12](=[O:29])[c:13]([CH:26]([CH3:27])[CH3:28])[c:14]2[C:15]([c:16]2[cH:17][c:18]([C:23]#[N:24])[cH:19][c:20]([CH3:22])[cH:21]2)=[O:25])[CH2:6][CH2:7]1)[OH:31]. The reactants are O=[N+]([O-])c1ccc(Br)cn1, O=C([O-])[O-], Cc1cc(C(F)(F)F)n[nH]1, CS(C)=O, [K+], [K+]. Yields the product O=[N+]([O-])c1ccccn1. RXN SMILES: [Br:17][c:18]1[cH:19][cH:20][c:21]([N+:24](=[O:25])[O-:26])[n:22][cH:23]1.[C:11](=[O:12])([O-:13])[O-:14].[CH3:1][c:2]1[nH:3][n:4][c:5]([C:6]([F:7])([F:8])[F:9])[cH:10]1.[CH3:27][S:28]([CH3:29])=[O:30].[K+:15].[K+:16]>>[cH:18]1[cH:19][cH:20][c:21]([N+:24](=[O:25])[O-:26])[n:22][cH:23]1. The reactants are C(C)OC(=O)C1=C(N(C2=CC=C(C=C12)O)C1=CC=CC=C1)CC(=O)OCC (2-Ethoxycarbonylmethyl-5-hydroxy-1-phenylindole-3-carboxylic acid ethyl ester), ClC1=CC=C(C=C1)B(O)O (4-chlorophenylboronic acid). Product: C(C)OC(=O)C1=C(N(C2=CC=C(C=C12)OC1=CC=C(C=C1)Cl)C1=CC=CC=C1)CC(=O)OCC (5-(4-Chlorophenoxy)-2-ethoxycarbonylmethyl-1-phenylindole-3-carboxy-lic acid ethyl ester). RXN SMILES: [CH2:1]([O:3][C:4]([C:6]1[C:14]2[C:9](=[CH:10][CH:11]=[C:12]([OH:15])[CH:13]=2)[N:8]([C:16]2[CH:21]=[CH:20][CH:19]=[CH:18][CH:17]=2)[C:7]=1[CH2:22][C:23]([O:25][CH2:26][CH3:27])=[O:24])=[O:5])[CH3:2].[Cl:28][C:29]1[CH:34]=[CH:33][C:32](B(O)O)=[CH:31][CH:30]=1>>[CH2:1]([O:3][C:4]([C:6]1[C:14]2[C:9](=[CH:10][CH:11]=[C:12]([O:15][C:32]3[CH:33]=[CH:34][C:29]([Cl:28])=[CH:30][CH:31]=3)[CH:13]=2)[N:8]([C:16]2[CH:17]=[CH:18][CH:19]=[CH:20][CH:21]=2)[C:7]=1[CH2:22][C:23]([O:25][CH2:26][CH3:27])=[O:24])=[O:5])[CH3:2]. Reported procedure: The sub-title compound was prepared in accordance with step (c) Example 1 from 2-ethoxycarbonylmethyl-5-hydroxy-1-phenylindole-3-carboxylic acid ethyl ester (140 mg, 0.38 mmol, see step (b) Example 3) and 4-chlorophenylboronic acid (119 mg, 0.76 mmol). Yield 100 mg, 55%. Starting materials: O=C([O-])O, C1COCCN1, Clc1nc2cccc3c2n1CCC3, [Na+], O. Product: c1cc2c3c(c1)nc(N1CCOCC1)n3CCC2. RXN SMILES: [C:20](=[O:21])([OH:22])[O-:23].[CH2:14]1[CH2:15][O:16][CH2:17][CH2:18][NH:19]1.[Cl:1][c:2]1[n:3][c:4]2[cH:5][cH:6][cH:7][c:8]3[c:13]2[n:12]1[CH2:11][CH2:10][CH2:9]3.[Na+:24].[OH2:25]>>[c:2]1([N:19]2[CH2:14][CH2:15][O:16][CH2:17][CH2:18]2)[n:3][c:4]2[cH:5][cH:6][cH:7][c:8]3[c:13]2[n:12]1[CH2:11][CH2:10][CH2:9]3. Procedure details: 2.34 g (24.1 mmol) of a 65% nitric acid are added with vigorous stirring to 3.77 g (22.3 mmol) of 2,2-dichloro-1,3-dimethylimidazolidine. This reaction mixture is evacuated firstly at room temperature for one hour at 4 kPa and for 20 min at 7 Pa. After cooling using an ice bath, the mixture is evacuated again for 6 hours at 7 Pa, giving 3.7 g of 1,3-dimethyl-2-chloroimidazolidinium nitrate as an oil, corresponding to a yield of 85.1%. Reaction SMILES: [N+:1]([O-:4])([OH:3])=[O:2].[Cl:5][C:6]1(Cl)[N:10]([CH3:11])[CH2:9][CH2:8][N:7]1[CH3:12]>>[N+:1]([O-:4])([O-:3])=[O:2].[CH3:12][NH+:7]1[CH2:8][CH2:9][N:10]([CH3:11])[CH:6]1[Cl:5] |f:2.3|. Reactants: [N+](=O)(O)[O-] (nitric acid), ClC1(N(CCN1C)C)Cl (2,2-dichloro-1,3-dimethylimidazolidine). The product is [N+](=O)([O-])[O-].C[NH+]1C(N(CC1)C)Cl (1,3-dimethyl-2-chloroimidazolidinium nitrate). The yield is 85.1%. Reactants: C(C)C(C=O)CCCC (2-ethylhexanal), C(C)C(C=O)CCCC (2-EH), C=O (HCHO), [OH-].[Na+] (sodium hydroxide), [OH-].[Na+] (NaOH), [OH-].[Na+] (sodium hydroxide), C=O (formaline), C=O (formaline), C=O (HCHO). Run in CO (CH3OH). Yields the product CCCCC(CC)(CO)CO (BEPD). RXN SMILES: [CH2:1]([CH:3]([CH2:6][CH2:7][CH2:8][CH3:9])[CH:4]=[O:5])[CH3:2].[CH2:10]=[O:11].[OH-].[Na+]>CO>[CH3:9][CH2:8][CH2:7][CH2:6][C:3]([CH2:10][OH:11])([CH2:4][OH:5])[CH2:1][CH3:2] |f:2.3|. Procedure: BEPD was prepared by a semi-batch process out of 2-ethylhexanal (2-EH), having a purity of over 90 weight-%, and formaline. The concentration of the formaline aqueous solution was 37 weight-% HCHO and it contained 10 weight-% CH3OH. First, 1207 g (9.225 moles) of 2-EH and 1911 g (23.546 moles) of HCHO were fed into the reactor to make up the reaction mixture, after which 927 g (11.125 moles) in total of sodium hydroxide was fed into the reaction mixture. The concentration of the sodium hydroxide...